Dataset: the Open Reaction Database (ORD), a public repository of structured organic reaction records. Task: describe an organic reaction: reactants, conditions, products, and yield The reactants are Cl.NC1=CC=NN1C1=CC=C(C=C1)F (5-Amino-1-(4-fluorophenyl)pyrazole HCl), C(C)(=O)N1C=NC(C1)=O (1-acetyl-2-imidazolinone). The product is C(C)(=O)N1C(=NCC1)NC1=CC=NN1C1=CC=C(C=C1)F (1-Acetyl-2[1-(4-fluorophenyl)-5-pyrazolyl]amino-2-imidazoline). Reaction SMILES: Cl.[NH2:2][C:3]1[N:7]([C:8]2[CH:13]=[CH:12][C:11]([F:14])=[CH:10][CH:9]=2)[N:6]=[CH:5][CH:4]=1.[C:15]([N:18]1[CH2:22][C:21](=O)[N:20]=[CH:19]1)(=[O:17])[CH3:16]>>[C:15]([N:18]1[CH2:22][CH2:21][N:20]=[C:19]1[NH:2][C:3]1[N:7]([C:8]2[CH:9]=[CH:10][C:11]([F:14])=[CH:12][CH:13]=2)[N:6]=[CH:5][CH:4]=1)(=[O:17])[CH3:16] |f:0.1|. Procedure: 5-Amino-1-(4-fluorophenyl)pyrazole HCl (21 g.) and 1-acetyl-2-imidazolinone (15.4 g.) were reacted as described in Example I to give 20.76 g. product. mp 162°-164° Starting materials: C(Cl)Cl (CH2Cl2), [Na+].[N+](=O)([O-])C1=CC=C(COC(=O)NCCCC(=S)[O-])C=C1 (4-p-nitrobenzyloxycarbonylaminothiobutyric acid sodium salt), C(C)(=O)O[C@H]1[C@@H](C(N1)=O)OC ((3S,4S)-4-acetoxy-3-methoxy-2-oxoazetidine), O1CCOCC1 (dioxan). Solvent: P(=O)([O-])([O-])[O-] (phosphate). Product: [N+](=O)([O-])C1=CC=C(COC(=O)NCCCC(=O)S[C@@H]2[C@H](C(N2)=O)OC)C=C1 ((3S,4R)-4-(4-p-nitrobenzyloxycarbonylaminobutyrylthio)-3-methoxy-2-oxoazetidine). As a reaction SMILES: [Na+].[N+:2]([C:5]1[CH:21]=[CH:20][C:8]([CH2:9][O:10][C:11]([NH:13][CH2:14][CH2:15][CH2:16][C:17]([O-:19])=[S:18])=[O:12])=[CH:7][CH:6]=1)([O-:4])=[O:3].C(O[C@@H:26]1[NH:29][C:28](=[O:30])[C@H:27]1[O:31][CH3:32])(=O)C.O1CCOCC1.C(Cl)Cl>P([O-])([O-])([O-])=O>[N+:2]([C:5]1[CH:21]=[CH:20][C:8]([CH2:9][O:10][C:11]([NH:13][CH2:14][CH2:15][CH2:16][C:17]([S:18][C@H:26]2[NH:29][C:28](=[O:30])[C@@H:27]2[O:31][CH3:32])=[O:19])=[O:12])=[CH:7][CH:6]=1)([O-:4])=[O:3] |f:0.1|. Procedure details: Analogously to Example 55b), an aqueous solution of 480 mg of 4-p-nitrobenzyloxycarbonylaminothiobutyric acid sodium salt is added to 159 mg of (3S,4S)-4-acetoxy-3-methoxy-2-oxoazetidine in 6 ml of a phosphate buffer of a pH of 7 and 0.4 ml of dioxan After working up and chromatography over silica gel, the title compound with the following IR spectrum (CH2Cl2) is obtained: characteristic absorption bands at 2.95, 5.6, 5.78, 5.87, 6.56, 7.41 and 8.26μ. The reactants are CCCCCCCCCCCCCCCCCCCCCC(=O)O, O=S(Cl)Cl, c1ccccc1. The product is CCCCCCCCCCCCCCCCCCCCCC(=O)Cl. Reaction SMILES: [CH3:1][CH2:2][CH2:3][CH2:4][CH2:5][CH2:6][CH2:7][CH2:8][CH2:9][CH2:10][CH2:11][CH2:12][CH2:13][CH2:14][CH2:15][CH2:16][CH2:17][CH2:18][CH2:19][CH2:20][CH2:21][C:22]([OH:23])=[O:24].[S:25]([Cl:26])([Cl:27])=[O:28].[cH:29]1[cH:30][cH:31][cH:32][cH:33][cH:34]1>>[CH3:1][CH2:2][CH2:3][CH2:4][CH2:5][CH2:6][CH2:7][CH2:8][CH2:9][CH2:10][CH2:11][CH2:12][CH2:13][CH2:14][CH2:15][CH2:16][CH2:17][CH2:18][CH2:19][CH2:20][CH2:21][C:22](=[O:24])[Cl:27].